From a dataset of the Open Reaction Database (ORD), a public repository of structured organic reaction records. describe an organic reaction: reactants, conditions, products, and yield The reactants are [Br-], [Mg+]c1ccc(Cl)cc1, Clc1ccc(CBr)c(-c2ccc(Cl)nc2)c1, O=Cc1ccc(Cl)nc1, C1CCOC1. Yields the product OCc1ccc(Cl)cc1-c1ccc(Cl)nc1. RXN SMILES: [Br-:17].[Cl:18][c:19]1[cH:20][cH:21][c:22]([Mg+:23])[cH:24][cH:25]1.[Cl:1][c:2]1[n:3][cH:4][c:5](-[c:8]2[c:9]([CH2:15][Br:16])[cH:10][cH:11][c:12]([Cl:14])[cH:13]2)[cH:6][cH:7]1.[Cl:26][c:27]1[cH:28][cH:29][c:30]([CH:31]=[O:34])[cH:32][n:33]1.[O:35]1[CH2:36][CH2:37][CH2:38][CH2:39]1>>[Cl:1][c:2]1[n:3][cH:4][c:5](-[c:8]2[c:9]([CH2:15][OH:34])[cH:10][cH:11][c:12]([Cl:14])[cH:13]2)[cH:6][cH:7]1. Starting materials: CN(C)C=Nc1nc(N2CCN(C(=O)OC(C)(C)C)CC2)ncc1Br, CO, Cl, NO. The product is CC(C)(C)OC(=O)N1CCN(c2ncc(Br)c(N=CNO)n2)CC1. As a reaction SMILES: [Br:1][c:2]1[c:3]([N:21]=[CH:22][N:23]([CH3:24])[CH3:25])[n:4][c:5]([N:8]2[CH2:9][CH2:10][N:11]([C:14](=[O:15])[O:16][C:17]([CH3:18])([CH3:19])[CH3:20])[CH2:12][CH2:13]2)[n:6][cH:7]1.[CH3:29][OH:30].[ClH:26].[NH2:27][OH:28]>>[Br:1][c:2]1[c:3]([N:21]=[CH:22][NH:23][OH:28])[n:4][c:5]([N:8]2[CH2:9][CH2:10][N:11]([C:14](=[O:15])[O:16][C:17]([CH3:18])([CH3:19])[CH3:20])[CH2:12][CH2:13]2)[n:6][cH:7]1.